This data is from the Open Reaction Database (ORD), a public repository of structured organic reaction records. The task is: describe an organic reaction: reactants, conditions, products, and yield The reactants are C(C)(=O)C1=NC=CC=C1 (Acetylpyridine), Br.CC(=O)O (HBr AcOH). Reaction conditions: temperature 60 celsius. Yields the product Br.BrCC(=O)C=1C=NC=CC1 (2-bromo-1-(pyridin-3-yl)ethanone hydrobromide). Reaction SMILES: C([C:4]1[CH:9]=[CH:8][CH:7]=[CH:6][N:5]=1)(=O)C.[BrH:10].[CH3:11][C:12]([OH:14])=O>>[BrH:10].[Br:10][CH2:11][C:12]([C:7]1[CH:6]=[N:5][CH:4]=[CH:9][CH:8]=1)=[O:14] |f:1.2,3.4|. Reported procedure: Acetylpyridine (120 g) is added to 33% HBr/AcOH (600 ml) with stirring (If the salt precipitates more AcOH, up to 800 ml may be added). Bromine (176 g) is added and the reaction mixture is heated to 60° C. for 2-3 h. The reaction mixture is cooled and ether (1400 ml) is added. The solid is filtered, washed with ether, and dried to give 2-bromo-1-(pyridin-3-yl)ethanone hydrobromide (Compound 13), in quantitative yield